Dataset: the Open Reaction Database (ORD), a public repository of structured organic reaction records. Task: describe an organic reaction: reactants, conditions, products, and yield Reactants: CCO, Cc1ccc(OCCCO)cc1C(=O)c1ccc(Nc2ccc(F)cc2F)cc1[N+](=O)[O-]. Yields the product Cc1ccc(OCCCO)cc1C(=O)c1ccc(Nc2ccc(F)cc2F)cc1N. As a reaction SMILES: [CH3:33][CH2:34][OH:35].[F:1][c:2]1[c:3]([NH:9][c:10]2[cH:11][c:12]([N+:30]([O-:31])=[O:32])[c:13]([C:16](=[O:17])[c:18]3[c:19]([CH3:29])[cH:20][cH:21][c:22]([O:24][CH2:25][CH2:26][CH2:27][OH:28])[cH:23]3)[cH:14][cH:15]2)[cH:4][cH:5][c:6]([F:8])[cH:7]1>>[F:1][c:2]1[c:3]([NH:9][c:10]2[cH:11][c:12]([NH2:30])[c:13]([C:16](=[O:17])[c:18]3[c:19]([CH3:29])[cH:20][cH:21][c:22]([O:24][CH2:25][CH2:26][CH2:27][OH:28])[cH:23]3)[cH:14][cH:15]2)[cH:4][cH:5][c:6]([F:8])[cH:7]1. Starting materials: S(O)(O)(=O)=O (sulfuric acid), C1(=CC=CC=C1)C1=C2CC(C(C2=CC=2CCCC12)=O)C (4-phenyl-2-methyl-3,5,6,7-tetrahydro-s-indacen-1(2H)-one), [BH4-].[Na+] (sodium borohydride), CO (methanol). Run in O (water), C1(=CC=CC=C1)C (toluene). Reaction conditions: temperature 50 celsius, time 3 hour. Product: C1(=CC=CC=C1)C1=C2CCCC2=CC=2C=C(CC12)C (4-phenyl-6-methyl-1,2,3,5-tetrahydro-s-indacene). As a reaction SMILES: [C:1]1([C:7]2[C:18]3[CH2:17][CH2:16][CH2:15][C:14]=3[CH:13]=[C:12]3[C:8]=2[CH2:9][CH:10]([CH3:20])[C:11]3=O)[CH:6]=[CH:5][CH:4]=[CH:3][CH:2]=1.[BH4-].[Na+].CO.S(=O)(=O)(O)O>C1(C)C=CC=CC=1.O>[C:1]1([C:7]2[C:8]3[CH2:9][C:10]([CH3:20])=[CH:11][C:12]=3[CH:13]=[C:14]3[C:18]=2[CH2:17][CH2:16][CH2:15]3)[CH:2]=[CH:3][CH:4]=[CH:5][CH:6]=1 |f:1.2|. Procedure: 9.6 g (24.4 mmol) of 4-phenyl-2-methyl-3,5,6,7-tetrahydro-s-indacen-1(2H)-one (2a) and 2.10 g (55 mmol) of sodium borohydride in 40 ml of toluene were placed in a reaction vessel. The solution was heated to 50° C. and 7 ml of methanol was added slowly and the reaction mixture was stirred at 50° C. for 3 hours. After cooling to room temperature 12 ml of water and 40 ml of 1 N sulfuric acid were added and the mixture was stirred for 30 minutes. After phase separation the water phase was extracted ... Reactants: ClC1=C(C=CC=C1O)[C@@H](C)OC1=C(SC(=C1)N1C=NC2=C1C=CC(=C2)OC(F)(F)F)C(=O)OC (methyl 3-{[(1R)-1-(2-chloro-3-hydroxyphenyl)ethyl]oxy}-5-{5-[(trifluoromethyl)oxy]-1H-benzimidazol-1-yl}-2-thiophenecarboxylate), ClC1=C(C=CC=C1O)[C@@H](C)OC1=C(SC(=C1)N1C=NC2=C1C=CC(=C2)OC(F)(F)F)C(=O)OC (methyl 3-{[(1R)-1-(2-chloro-3-hydroxyphenyl)ethyl]oxy}-5-{5-[(trifluoromethyl)oxy]-1H-benzimidazol-1-yl}-2-thiophenecarboxylate), OC1CCN(CC1)C(=O)OC(C)(C)C (1,1-dimethylethyl 4-hydroxy-1-piperidinecarboxylate), C1(=CC=CC=C1)P(C1=CC=CC=C1)C1=CC=CC=C1 (triphenylphosphine), CC(C)(C)OC(=O)/N=N/C(=O)OC(C)(C)C (di-tert-butylazodicarboxylate). Run in C(Cl)Cl (DCM). Run at time 1 hour. Product: ClC1=C(C=CC=C1[C@@H](C)OC1=C(SC(=C1)N1C=NC2=C1C=CC(=C2)OC(F)(F)F)C(=O)OC)OC2CCN(CC2)C(=O)OC(C)(C)C (1,1-dimethylethyl 4-[(2-chloro-3-{(1R)-1-[(2-[(methyloxy)carbonyl]-5-{5-[(trifluoromethyl)oxy]-1H-benzimidazol-1-yl}-3-thienyl)oxy]ethyl}phenyl)oxy]-1-piperidinecarboxylate). The yield is 82.9%. RXN SMILES: [Cl:1][C:2]1[C:7]([OH:8])=[CH:6][CH:5]=[CH:4][C:3]=1[C@H:9]([O:11][C:12]1[CH:16]=[C:15]([N:17]2[C:21]3[CH:22]=[CH:23][C:24]([O:26][C:27]([F:30])([F:29])[F:28])=[CH:25][C:20]=3[N:19]=[CH:18]2)[S:14][C:13]=1[C:31]([O:33][CH3:34])=[O:32])[CH3:10].O[CH:36]1[CH2:41][CH2:40][N:39]([C:42]([O:44][C:45]([CH3:48])([CH3:47])[CH3:46])=[O:43])[CH2:38][CH2:37]1.C1(P(C2C=CC=CC=2)C2C=CC=CC=2)C=CC=CC=1.CC(OC(/N=N/C(OC(C)(C)C)=O)=O)(C)C>C(Cl)Cl>[Cl:1][C:2]1[C:3]([C@H:9]([O:11][C:12]2[CH:16]=[C:15]([N:17]3[C:21]4[CH:22]=[CH:23][C:24]([O:26][C:27]([F:29])([F:30])[F:28])=[CH:25][C:20]=4[N:19]=[CH:18]3)[S:14][C:13]=2[C:31]([O:33][CH3:34])=[O:32])[CH3:10])=[CH:4][CH:5]=[CH:6][C:7]=1[O:8][CH:36]1[CH2:41][CH2:40][N:39]([C:42]([O:44][C:45]([CH3:48])([CH3:47])[CH3:46])=[O:43])[CH2:38][CH2:37]1. Reported procedure: To a slurry of methyl 3-{[(1R)-1-(2-chloro-3-hydroxyphenyl)ethyl]oxy}-5-{5-[(trifluoromethyl)oxy]-1H-benzimidazol-1-yl}-2-thiophenecarboxylate (Intermediate 25, 0.18 g, 0.35 mmol) and 1,1-dimethylethyl 4-hydroxy-1-piperidinecarboxylate (0.21 g, 1.0 mmol) in DCM (10 mL) was added triphenylphosphine (0.18 g, 0.70 mmol) and di-tert-butylazodicarboxylate (0.16 g, 0.70 mmol). The clear, yellow solution was stirred for 1 h, and then silica gel (3 g) was added. The volatiles were evaporated under reduc... The reactants are ClCCCCC1CN(C(O1)=O)C(C)C (5-(4-chlorobutyl)-3-(1-methylethyl)-2-oxazolidinone), COC1=C(C=CC=C1)N1CCNCC1 (1-(2-methoxyphenyl)piperazine), C([O-])([O-])=O.[K+].[K+] (potassium carbonate), [I-].[K+] (potassium iodide), Cl (hydrogen chloride). Yield: 69.0%. The solvent is CCOCC (ether), C(CCC)O (n-butanol), C(C)O (ethanol). Reaction SMILES: [Cl:1][CH2:2][CH2:3][CH2:4][CH2:5][CH:6]1[O:10][C:9](=[O:11])[N:8]([CH:12]([CH3:14])[CH3:13])[CH2:7]1.[CH3:15][O:16][C:17]1[CH:22]=[CH:21][CH:20]=[CH:19][C:18]=1[N:23]1[CH2:28][CH2:27][NH:26][CH2:25][CH2:24]1.C(=O)([O-])[O-].[K+].[K+].[I-].[K+].Cl>C(O)CCC.C(O)C.CCOCC>[ClH:1].[CH3:15][O:16][C:17]1[CH:22]=[CH:21][CH:20]=[CH:19][C:18]=1[N:23]1[CH2:28][CH2:27][N:26]([CH2:2][CH2:3][CH2:4][CH2:5][CH:6]2[O:10][C:9](=[O:11])[N:8]([CH:12]([CH3:14])[CH3:13])[CH2:7]2)[CH2:25][CH2:24]1 |f:2.3.4,5.6,11.12|. Reported procedure: Following the procedure of Example 5, a mixture of 5-(4-chlorobutyl)-3-(1-methylethyl)-2-oxazolidinone (5.2 g, 0.0237 mol), 1-(2-methoxyphenyl)piperazine (4.56 g, 0.0237 mol), potassium carbonate (9.84 g, 0.0712 mol) and potassium iodide (1.0 g) in n-butanol (200 mL) gave an oil. The oil was dissolved in absolute ethanol and acidified with ethanolic hydrogen chloride. Addition of ether gave a solid which was collected by filtration and dried under high vacuum at 70° C. to give 7.36 g (69% yield)... The product is Cl.COC1=C(C=CC=C1)N1CCN(CC1)CCCCC1CN(C(O1)=O)C(C)C (5-[4-[4-(2-methoxyphenyl)-1-piperazinyl]butyl]-3-(1-methylethyl)-2-oxazolidinone hydrochloride). Starting materials: Cc1cn(CCNCC(=O)OC(C)(C)C)c(=O)[nH]c1=O, CN(C)C=O, C(=NC1CCCCC1)=NC1CCCCC1, O=C(O)CNC(=O)OCc1cccc2c1Cc1ccccc1-2. Yields the product Cc1cn(CCN(CC(=O)OC(C)(C)C)C(=O)CNC(=O)OCc2cccc3c2Cc2ccccc2-3)c(=O)[nH]c1=O. RXN SMILES: [C:1]([CH3:2])([CH3:3])([CH3:4])[O:5][C:6]([CH2:7][NH:8][CH2:9][CH2:10][n:11]1[c:12](=[O:13])[nH:14][c:15](=[O:16])[c:17]([CH3:18])[cH:19]1)=[O:20].[CH3:58][N:59]([CH3:60])[CH:61]=[O:62].[CH:43]1([N:44]=[C:45]=[N:46][CH:47]2[CH2:48][CH2:49][CH2:50][CH2:51][CH2:52]2)[CH2:53][CH2:54][CH2:55][CH2:56][CH2:57]1.[c:21]1([CH2:34][O:35][C:36](=[O:37])[NH:38][CH2:39][C:40](=[O:41])[OH:42])[cH:22][cH:23][cH:24][c:25]2[c:33]1[CH2:32][c:31]1[c:26]-2[cH:27][cH:28][cH:29][cH:30]1>>[C:1]([CH3:2])([CH3:3])([CH3:4])[O:5][C:6]([CH2:7][N:8]([CH2:9][CH2:10][n:11]1[c:12](=[O:13])[nH:14][c:15](=[O:16])[c:17]([CH3:18])[cH:19]1)[C:40]([CH2:39][NH:38][C:36]([O:35][CH2:34][c:21]1[cH:22][cH:23][cH:24][c:25]2[c:33]1[CH2:32][c:31]1[c:26]-2[cH:27][cH:28][cH:29][cH:30]1)=[O:37])=[O:41])=[O:20]. Reaction SMILES: C[C:2]([CH3:16])([CH2:12][N+:13]([O-:15])=[O:14])[CH2:3][C:4]([C:6]1[CH:7]=[N:8][CH:9]=[CH:10][CH:11]=1)=[O:5].[BH4-].[Na+].[CH3:19]O>>[CH3:16][CH:2]([CH2:12][N+:13]([O-:15])=[O:14])[CH2:3][C:4]([C:6]1[CH:7]=[N:8][CH:9]=[CH:10][CH:11]=1)([OH:5])[CH3:19] |f:1.2|. The yield is 85.0%. Reactants: CC(CC(=O)C=1C=NC=CC1)(C[N+](=O)[O-])C (3,3-dimethyl-4-nitro-1-pyridin-3-yl-butan-1-one), [BH4-].[Na+] (sodium borohydride), CO (methanol). Yields the product CC(CC(C)(O)C=1C=NC=CC1)C[N+](=O)[O-] (4-Methyl-5-nitro-2-pyridin-3-yl-pentan-2-ol). Procedure details: To a solution of 3,3-dimethyl-4-nitro-1-pyridin-3-yl-butan-1-one (1 g, 4.5 mmol) in methanol (6 mL) under nitrogen add sodium borohydride (684 mg, 18 mmol). Stir at room temperature for 2 h, evaporate the methanol, dissolve in ethyl acetate and wash with water. Dry the organic layer over anhydrous sodium sulfate and concentrate to obtain 860 mg (85%) of the title compound. Run at time 2 hour.